This data is from the Open Reaction Database (ORD), a public repository of structured organic reaction records. The task is: describe an organic reaction: reactants, conditions, products, and yield Reactants: ClC=1SC2=C(N1)C(=CC(=C2[N+](=O)[O-])F)Cl (2,4-dichloro-6-fluoro-7-nitrobenzothiazole). Reagents/catalysts: [Fe] (Iron). Solvent: C(C)(=O)O (acetic acid), C(C)(=O)OCC (ethyl acetate), C(C)(=O)O (acetic acid). Yields the product NC1=C(C=C(C=2N=C(SC21)Cl)Cl)F (7-amino-2,4-dichloro-6-fluorobenzothiazole). Reaction SMILES: [Cl:1][C:2]1[S:3][C:4]2[C:10]([N+:11]([O-])=O)=[C:9]([F:14])[CH:8]=[C:7]([Cl:15])[C:5]=2[N:6]=1>C(O)(=O)C.C(OCC)(=O)C.[Fe]>[NH2:11][C:10]1[C:4]2[S:3][C:2]([Cl:1])=[N:6][C:5]=2[C:7]([Cl:15])=[CH:8][C:9]=1[F:14]. Procedure: 5 g Iron powder was added to 40 ml 5% aqueous acetic acid. The mixture was heated to reflux and a solution of 5 g 2,4-dichloro-6-fluoro-7-nitrobenzothiazole in 40 ml acetic acid and 40 ml ethyl acetate was added. The mixture was heated for 2 hours under reflux and after cooling the mixture was filtered over celite, the phases separated and the aqueous phase extracted with ethyl acetate. The combined organic phases were washed with aqueous sodium hydrogen carbonate and water and dried with magnes... The reactants are 1-bromo-4-(5-chloro-2-hydroxy-4-biphenyl) butane, BrCCCCC1=C(C=C(C(=C1)Cl)C1CCCCC1)O (1-bromo-4-(5-chloro-4-cyclohexyl-2-hydroxy-phenyl)-butane), COC=1C=C(C=CC1)C1=CC=CC=C1 (3-methoxy-biphenyl). The product is ClC=1C(=CC2=C(CCCCO2)C1)C1=CC=CC=C1 (7-Chloro-2,3,4,5-tetrahydro-8-phenyl-1-benzoxepin). Reaction SMILES: Br[CH2:2][CH2:3][CH2:4][CH2:5][C:6]1[CH:11]=[C:10]([Cl:12])[C:9]([CH:13]2[CH2:18][CH2:17][CH2:16][CH2:15][CH2:14]2)=[CH:8][C:7]=1[OH:19].COC1C=C(C2C=CC=CC=2)C=CC=1>>[Cl:12][C:10]1[C:9]([C:13]2[CH:18]=[CH:17][CH:16]=[CH:15][CH:14]=2)=[CH:8][C:7]2[O:19][CH2:2][CH2:3][CH2:4][CH2:5][C:6]=2[CH:11]=1. Reported procedure: The 1-bromo-4-(5-chloro-2-hydroxy-4-biphenyl)-butane used as the starting material is produced in manner analogous to that employed for 1-bromo-4-(5-chloro-4-cyclohexyl-2-hydroxy-phenyl)-butane from 3-methoxy-biphenyl. Reactants: COC1=CC=C(CSC2CN3CCC2CC3)C=C1 (3-(4-methoxybenzylthio)-quinuclidine), FS(=O)(=O)OC (methyl fluorosulfonate). Solvent: C(Cl)Cl (methylene chloride). The product is FS(=O)(=O)[O-].COC1=CC=C(CSC2C[N+]3(CCC2CC3)C)C=C1 (3-(4-Methoxybenzylthio)-1-methylquinuclidinium fluorosulfonate). RXN SMILES: [CH3:1][O:2][C:3]1[CH:18]=[CH:17][C:6]([CH2:7][S:8][CH:9]2[CH:14]3[CH2:15][CH2:16][N:11]([CH2:12][CH2:13]3)[CH2:10]2)=[CH:5][CH:4]=1.[F:19][S:20]([O:23][CH3:24])(=[O:22])=[O:21]>C(Cl)Cl>[F:19][S:20]([O-:23])(=[O:22])=[O:21].[CH3:1][O:2][C:3]1[CH:4]=[CH:5][C:6]([CH2:7][S:8][CH:9]2[CH:14]3[CH2:13][CH2:12][N+:11]([CH3:24])([CH2:16][CH2:15]3)[CH2:10]2)=[CH:17][CH:18]=1 |f:3.4|. Procedure: The procedure described in Preparation 6-(3) was repeated, but using 756 mg of 3-(4-methoxybenzylthio)-quinuclidine and 271 μl of methyl fluorosulfonate in the presence of 5 ml of methylene chloride, to afford 1.078 g of the title compound as an oil. The reactants are COC1=C(C=C(C=C1)N)N1CCN(CC1)C (4-Methoxy-3-(4-methyl-1-piperazinyl)phenylamine), ClC1=CC=C(C(=O)O)C=C1 (4-Chlorobenzoic acid), S(=O)(Cl)Cl (thionyl chloride), C1(=CC=CC=C1)C (toluene). Solvent: ClCCl (dichloromethane), C(C)N(CC)CC (triethylamine). Reaction conditions: time 1 hour. Product: COC1=C(C=C(C=C1)NC(C1=CC=C(C=C1)Cl)=O)N1CCN(CC1)C (N-(4-Methoxy-3-(4-methyl-1-piperazinyl)phenyl)-4-chlorobenzamide). The yield is 96.5%. Reaction SMILES: [Cl:1][C:2]1[CH:10]=[CH:9][C:5]([C:6]([OH:8])=O)=[CH:4][CH:3]=1.S(Cl)(Cl)=O.C1(C)C=CC=CC=1.[CH3:22][O:23][C:24]1[CH:29]=[CH:28][C:27]([NH2:30])=[CH:26][C:25]=1[N:31]1[CH2:36][CH2:35][N:34]([CH3:37])[CH2:33][CH2:32]1>ClCCl.C(N(CC)CC)C>[CH3:22][O:23][C:24]1[CH:29]=[CH:28][C:27]([NH:30][C:6](=[O:8])[C:5]2[CH:4]=[CH:3][C:2]([Cl:1])=[CH:10][CH:9]=2)=[CH:26][C:25]=1[N:31]1[CH2:32][CH2:33][N:34]([CH3:37])[CH2:35][CH2:36]1. Procedure details: 4-Chlorobenzoic acid (350 mg, 2.23 mmol) was heated at reflux with thionyl chloride (3 ml) and toluene (40 ml) for 2 h, and then evaporated to dryness under reduced pressure. 4-Methoxy-3-(4-methyl-1-piperazinyl)phenylamine (494 mg, 2.23 mmol) in dry dichloromethane (40 ml) was added with triethylamine (2 ml) and the mixture stirred for 1 h. The solution was partitioned between dichloromethane (40 ml) and saturated aqueous potassium carbonate (40 ml), the organic solution dried (sodium sulphate) ... Reactants: O=C(c1ccccc1)N1CC2CC=Cc3cccc1c32, ClC(Cl)Cl, O=C(OO)c1cccc(Cl)c1, O. Product: O=C(c1ccccc1)N1CC2CC3OC3c3cccc1c32. As a reaction SMILES: [C:1]([c:2]1[cH:3][cH:4][cH:5][cH:6][cH:7]1)(=[O:8])[N:9]1[CH2:10][CH:11]2[c:12]3[c:13]([cH:14][cH:15][cH:16][c:17]31)[CH:18]=[CH:19][CH2:20]2.[CH:33]([Cl:34])([Cl:35])[Cl:36].[Cl:21][c:22]1[cH:23][cH:24][cH:25][c:26]([C:27]([O:28][OH:30])=[O:29])[cH:31]1.[OH2:32]>>[C:1]([c:2]1[cH:3][cH:4][cH:5][cH:6][cH:7]1)(=[O:8])[N:9]1[CH2:10][CH:11]2[c:12]3[c:13]([cH:14][cH:15][cH:16][c:17]31)[CH:18]1[CH:19]([CH2:20]2)[O:29]1. The reactants are IC=1C(=NC(N([C@H]2C[C@H](O)[C@@H](CO)O2)C1)=O)N (5-iodo-2'-deoxycytidine), C[Sn](C1=NC=CC=C1)(C)C (2-trimethylstannylpyridine). The reagents and catalysts are C1=CC=C(C=C1)P(C2=CC=CC=C2)C3=CC=CC=C3.C1=CC=C(C=C1)P(C2=CC=CC=C2)C3=CC=CC=C3.Cl[Pd]Cl (Bis(triphenylphosphine)-palladium (II) chloride). Run in O1CCOCC1 (1,4-dioxane). Run at temperature 60 celsius, time 1 hour. The product is N1=C(C=CC=C1)C=1C(=NC(N([C@H]2C[C@H](O)[C@@H](CO)O2)C1)=O)N (5-(2-pyridinyl)-2'-deoxycytidine). Yield: 47.4%. Reaction SMILES: I[C:2]1[C:3]([NH2:17])=[N:4][C:5](=[O:16])[N:6]([CH:15]=1)[C@@H:7]1[O:14][C@H:11]([CH2:12][OH:13])[C@@H:9]([OH:10])[CH2:8]1.C[Sn](C)(C)[C:20]1[CH:25]=[CH:24][CH:23]=[CH:22][N:21]=1>C1C=CC(P(C2C=CC=CC=2)C2C=CC=CC=2)=CC=1.C1C=CC(P(C2C=CC=CC=2)C2C=CC=CC=2)=CC=1.Cl[Pd]Cl.O1CCOCC1>[N:21]1[CH:22]=[CH:23][CH:24]=[CH:25][C:20]=1[C:2]1[C:3]([NH2:17])=[N:4][C:5](=[O:16])[N:6]([CH:15]=1)[C@@H:7]1[O:14][C@H:11]([CH2:12][OH:13])[C@@H:9]([OH:10])[CH2:8]1 |f:2.3.4|. Procedure: In a 25 mL pear shaped flask was placed 5-iodo-2'-deoxycytidine (0.425 g, 1.2 mmol), 2-trimethylstannylpyridine (1.4 g, 5.8 mmol), Bis(triphenylphosphine)-palladium (II) chloride (0.084 g, 0.12 mmol), and anhydrous 1,4-dioxane (15 mL). The reaction was heated at 60° C. for 15 hrs then at 90° C. for 1 h. The solvent was evaporated and the residue purified by silica gel chromatography (10% CH3OH in CH2Cl2 (1% NH3)) to yield 0.173 g (47%) of the title compound as a white solid m.p. 197°-198° C. The reactants are ClC1=NC(=C(C2=CC=CC=C12)O)C(=O)NCC(=O)O ([(1-chloro-4-hydroxy-isoquinoline-3-carbonyl)-amino]-acetic acid), C1=C(C=CC2=CC=CC=C12)S (2-napthalenethiol). Product: OC1=C(N=C(C2=CC=CC=C12)SC1=CC2=CC=CC=C2C=C1)C(=O)NCC(=O)O ({[4-Hydroxy-1-(naphthalen-2-ylsulfanyl)-isoquinoline-3-carbonyl]-amino}-acetic acid). As a reaction SMILES: Cl[C:2]1[C:11]2[C:6](=[CH:7][CH:8]=[CH:9][CH:10]=2)[C:5]([OH:12])=[C:4]([C:13]([NH:15][CH2:16][C:17]([OH:19])=[O:18])=[O:14])[N:3]=1.[CH:20]1[C:29]2[C:24](=[CH:25][CH:26]=[CH:27][CH:28]=2)[CH:23]=[CH:22][C:21]=1[SH:30]>>[OH:12][C:5]1[C:6]2[C:11](=[CH:10][CH:9]=[CH:8][CH:7]=2)[C:2]([S:30][C:21]2[CH:22]=[CH:23][C:24]3[C:29](=[CH:28][CH:27]=[CH:26][CH:25]=3)[CH:20]=2)=[N:3][C:4]=1[C:13]([NH:15][CH2:16][C:17]([OH:19])=[O:18])=[O:14]. Procedure details: The title compound was prepared from [(1-chloro-4-hydroxy-isoquinoline-3-carbonyl)-amino]-acetic acid (U.S. Pat. No. 6,093,730) and 2-napthalenethiol under conditions analogous to Example D-110. The final product was purified by triturating the crude product twice with methanol and twice with dichloromethane; MS (+) m/z 405.08 (M+1).